This data is from the Open Reaction Database (ORD), a public repository of structured organic reaction records. The task is: describe an organic reaction: reactants, conditions, products, and yield Reactants: ClC1=CC=C(C=C1)N1N=CC(=C1CCC)C(=O)Cl (1-(4-chlorophenyl)-5-propyl-pyrazole-4-carbonyl chloride), C1(CCCCC1)N (cyclohexylamine). The reagents and catalysts are CN(C)C=O (DMF). Run in C(Cl)Cl (DCM). Conditions: time 2 hour. Product: ClC1=CC=C(C=C1)N1N=CC(=C1CCC)C(=O)NC1CCCCC1 (1-(4-chlorophenyl)-N-cyclohexyl-5-propyl-pyrazole-4-carboxamide). RXN SMILES: [Cl:1][C:2]1[CH:7]=[CH:6][C:5]([N:8]2[C:12]([CH2:13][CH2:14][CH3:15])=[C:11]([C:16](Cl)=[O:17])[CH:10]=[N:9]2)=[CH:4][CH:3]=1.[CH:19]1([NH2:25])[CH2:24][CH2:23][CH2:22][CH2:21][CH2:20]1>C(Cl)Cl.CN(C=O)C>[Cl:1][C:2]1[CH:7]=[CH:6][C:5]([N:8]2[C:12]([CH2:13][CH2:14][CH3:15])=[C:11]([C:16]([NH:25][CH:19]3[CH2:24][CH2:23][CH2:22][CH2:21][CH2:20]3)=[O:17])[CH:10]=[N:9]2)=[CH:4][CH:3]=1. Reported procedure: To a suspension of 1-(4-chlorophenyl)-5-propyl-pyrazole-4-carbonyl chloride (commercially available, 302 mg, 1.07 mmol) in DCM (5 ml) was added 1 drop of DMF followed by cyclohexylamine (306 μL, 2.68 mmol). The reaction mixture was stirred at room temperature for two hours then stopped.